describe an organic reaction: reactants, conditions, products, and yield From a dataset of the Open Reaction Database (ORD), a public repository of structured organic reaction records. As a reaction SMILES: [Br:1][c:2]1[cH:3][c:4]([C:9]2([CH3:27])[N:10]=[C:11]([NH:18][C:19]([c:20]3[cH:21][cH:22][cH:23][cH:24][cH:25]3)=[O:26])[S:12][C:13]([CH3:15])([CH2:16][I:17])[CH2:14]2)[cH:5][cH:6][c:7]1[F:8].[CH2:28]([SnH:29]([CH2:30][CH2:31][CH2:32][CH3:33])[CH2:34][CH2:35][CH2:36][CH3:37])[CH2:38][CH2:39][CH3:40].[CH3:41][CH2:42][O:43][C:44](=[O:45])[CH3:46].[CH3:47][c:48]1[cH:49][cH:50][cH:51][cH:52][cH:53]1>>[Br:1][c:2]1[cH:3][c:4]([C:9]2([CH3:27])[N:10]=[C:11]([NH:18][C:19]([c:20]3[cH:21][cH:22][cH:23][cH:24][cH:25]3)=[O:26])[S:12][C:13]([CH3:15])([CH3:16])[CH2:14]2)[cH:5][cH:6][c:7]1[F:8]. Yields the product CC1(C)CC(C)(c2ccc(F)c(Br)c2)N=C(NC(=O)c2ccccc2)S1. The reactants are CC1(CI)CC(C)(c2ccc(F)c(Br)c2)N=C(NC(=O)c2ccccc2)S1, CCCC[SnH](CCCC)CCCC, CCOC(C)=O, Cc1ccccc1. The reactants are NCCOCCOCCNS(=O)(=O)C1=CC=C(C=C1)C1CN(CC2=C(C=C(C=C12)Cl)Cl)C (N-(2-(2-(2-aminoethoxy)ethoxy)ethyl)-4-(6,8-dichloro-2-methyl-1,2,3,4-tetrahydroisoquinolin-4-yl)benzenesulfonamide), NCCOCCOCCNS(=O)(=O)C1=CC=C(C=C1)C1CN(CC2=C(C=C(C=C12)Cl)Cl)C (N-(2-(2-(2-aminoethoxy)ethoxy)ethyl)-4-(6,8-dichloro-2-methyl-1,2,3,4-tetrahydroisoquinolin-4-yl)benzenesulfonamide), OC(C(=O)ON1C(CCC1=O)=O)C(C(=O)ON1C(CCC1=O)=O)O (bis(2,5-dioxopyrrolidin-1-yl) 2,3-dihydroxysuccinate), OC(C(=O)ON1C(CCC1=O)=O)C(C(=O)ON1C(CCC1=O)=O)O (bis(2,5-dioxopyrrolidin-1-yl) 2,3-dihydroxysuccinate). Solvent: CN(C)C=O (DMF). Conditions: time 10 minute. Product: ClC=1C=C2C(CN(CC2=C(C1)Cl)C)C1=CC=C(C=C1)S(=O)(=O)NCCOCCOCCNC(C(C(C(=O)NCCOCCOCCNS(=O)(=O)C1=CC=C(C=C1)C1CN(CC2=C(C=C(C=C12)Cl)Cl)C)O)O)=O (N1,N4-bis(2-(2-(2-(4-(6,8-dichloro-2-methyl-1,2,3,4-tetrahydroisoquinolin-4-yl)phenylsulfonamido)ethoxy)ethoxy)ethyl)-2,3-dihydroxysuccinamide). Yield: 20.6%. RXN SMILES: [NH2:1][CH2:2][CH2:3][O:4][CH2:5][CH2:6][O:7][CH2:8][CH2:9][NH:10][S:11]([C:14]1[CH:19]=[CH:18][C:17]([CH:20]2[C:29]3[C:24](=[C:25]([Cl:31])[CH:26]=[C:27]([Cl:30])[CH:28]=3)[CH2:23][N:22]([CH3:32])[CH2:21]2)=[CH:16][CH:15]=1)(=[O:13])=[O:12].[OH:33][CH:34]([CH:45]([OH:56])[C:46]([O:48]N1C(=O)CCC1=O)=O)[C:35]([O:37]N1C(=O)CCC1=O)=O>CN(C=O)C>[Cl:30][C:27]1[CH:28]=[C:29]2[C:24](=[C:25]([Cl:31])[CH:26]=1)[CH2:23][N:22]([CH3:32])[CH2:21][CH:20]2[C:17]1[CH:16]=[CH:15][C:14]([S:11]([NH:10][CH2:9][CH2:8][O:7][CH2:6][CH2:5][O:4][CH2:3][CH2:2][NH:1][C:35](=[O:37])[CH:34]([OH:33])[CH:45]([OH:56])[C:46]([NH:1][CH2:2][CH2:3][O:4][CH2:5][CH2:6][O:7][CH2:8][CH2:9][NH:10][S:11]([C:14]2[CH:15]=[CH:16][C:17]([CH:20]3[C:29]4[C:24](=[C:25]([Cl:31])[CH:26]=[C:27]([Cl:30])[CH:28]=4)[CH2:23][N:22]([CH3:32])[CH2:21]3)=[CH:18][CH:19]=2)(=[O:13])=[O:12])=[O:48])(=[O:13])=[O:12])=[CH:19][CH:18]=1. Reported procedure: To a solution of N-(2-(2-(2-aminoethoxy)ethoxy)ethyl)-4-(6,8-dichloro-2-methyl-1,2,3,4-tetrahydroisoquinolin-4-yl)benzenesulfonamide (intermediate 175.1) (110 mg, 0.22 mmol) in DMF (2.0 mL) was added bis(2,5-dioxopyrrolidin-1-yl) 2,3-dihydroxysuccinate (Intermediate 168.1) (34 mg, 0.10 mmol) and the reaction was stirred for 10 minutes. The solvent was removed under vacuum and the residue was purified by preparative HPLC to give the title compound (23 mg) as a TFA salt. 1H-NMR (400 mHz, CD3OD) δ ... Product: Cl.COC1=CC=C(C(=O)C2=C3C=CN(C3=CC=C2)CCN2CCOCC2)C=C1 (4-(4-methoxybenzoyl)-1-[2-(4-morpholinyl)ethyl]-1H-indole hydrochloride). Reported procedure: To a stirred mixture of 3.5 g (0.0887 mole) of a 60% suspension of sodium hydride in hexane in 50 ml of DMF was added 18.1 g (0.0721 mole) of 4-(4-methoxybenzoyl)indole. The mixture was treated with a solution containing 0.18 mole of 4-(2-chloroethyl)morpholine in t-butyl methyl ether (prepared by extraction of the free base from a suspension of 35.5 g of the corresponding hydrochloride in saturated sodium bicarbonate). When addition was complete, the reaction mixture was heated under reflux for... The solvent is C([O-])(O)=O.[Na+] (sodium bicarbonate), CCCCCC (hexane), CN(C)C=O (DMF), C(C)(=O)OCC (ethyl acetate), O (water), COC(C)(C)C (t-butyl methyl ether). As a reaction SMILES: [H-].[Na+].[CH3:3][O:4][C:5]1[CH:21]=[CH:20][C:8]([C:9]([C:11]2[CH:19]=[CH:18][CH:17]=[C:16]3[C:12]=2[CH:13]=[CH:14][NH:15]3)=[O:10])=[CH:7][CH:6]=1.[Cl:22][CH2:23][CH2:24][N:25]1[CH2:30][CH2:29][O:28][CH2:27][CH2:26]1.Cl>CCCCCC.CN(C=O)C.COC(C)(C)C.C(=O)(O)[O-].[Na+].C(OCC)(=O)C.O>[ClH:22].[CH3:3][O:4][C:5]1[CH:6]=[CH:7][C:8]([C:9]([C:11]2[CH:19]=[CH:18][CH:17]=[C:16]3[C:12]=2[CH:13]=[CH:14][N:15]3[CH2:23][CH2:24][N:25]2[CH2:30][CH2:29][O:28][CH2:27][CH2:26]2)=[O:10])=[CH:20][CH:21]=1 |f:0.1,8.9,12.13|. Reactants: Cl (hydrochloride), suspension, [H-].[Na+] (sodium hydride), Cl (hydrogen chloride), COC1=CC=C(C(=O)C2=C3C=CNC3=CC=C2)C=C1 (4-(4-methoxybenzoyl)indole), ClCCN1CCOCC1 (4-(2-chloroethyl)morpholine). Yield: 70.2%.